From a dataset of the Open Reaction Database (ORD), a public repository of structured organic reaction records. describe an organic reaction: reactants, conditions, products, and yield Reactants: COC1=C(C=C(C=C1)OC)CC1=NC2=C(C(O1)=O)C=C(C=C2)OC(C)C (2-(2,5-dimethoxyphenylmethyl)-6-isopropoxy-4H-3,1-benzoxazin-4-one), CN(CCCN)C (3-dimethylaminopropylamine). Solvent: C=1(C(=CC=CC1)C)C (xylene). Product: COC1=C(C=C(C=C1)OC)CC1=NC2=CC=C(C=C2C(N1CCCN(C)C)=O)OC(C)C (2-(2,5-dimethoxyphenylmethyl)-3-(3-dimethylaminopropyl)-6-isopropoxy-4(3H)-quinazolinone). The yield is 41.5%. RXN SMILES: [CH3:1][O:2][C:3]1[CH:8]=[CH:7][C:6]([O:9][CH3:10])=[CH:5][C:4]=1[CH2:11][C:12]1[O:17][C:16](=O)[C:15]2[CH:19]=[C:20]([O:23][CH:24]([CH3:26])[CH3:25])[CH:21]=[CH:22][C:14]=2[N:13]=1.[CH3:27][N:28]([CH3:33])[CH2:29][CH2:30][CH2:31][NH2:32]>C1(C)C(C)=CC=CC=1>[CH3:1][O:2][C:3]1[CH:8]=[CH:7][C:6]([O:9][CH3:10])=[CH:5][C:4]=1[CH2:11][C:12]1[N:32]([CH2:31][CH2:30][CH2:29][N:28]([CH3:33])[CH3:27])[C:16](=[O:17])[C:15]2[C:14](=[CH:22][CH:21]=[C:20]([O:23][CH:24]([CH3:26])[CH3:25])[CH:19]=2)[N:13]=1. Procedure: 2.84 g (8 mmol) of 2-(2,5-dimethoxyphenylmethyl)-6-isopropoxy-4H-3,1-benzoxazin-4-one and 0.82 g (8 mmol) of 3-dimethylaminopropylamine were heated under reflux for 15 hours in xylene (20 ml). After the xylene was distilled off, the residue obtained was purified by silica gel column chromatography (eluent; 2% ethanol/chloroform) to obtain 1.46 g (42%) of 2-(2,5-dimethoxyphenylmethyl)-3-(3-dimethylaminopropyl)-6-isopropoxy-4(3H)-quinazolinone as an oily substance. Subsequently, 0.22 g of the 2-(2...